Task: describe an organic reaction: reactants, conditions, products, and yield. Dataset: the Open Reaction Database (ORD), a public repository of structured organic reaction records Starting materials: CCOC(=O)C(Cc1ccccc1)C(=O)OCC, CCO, [K+], [OH-]. Product: C=C(Cc1ccccc1)C(=O)OCC. RXN SMILES: [CH2:3]([CH3:4])[O:5][C:6]([CH:7]([C:8]([O:9][CH2:10][CH3:11])=[O:12])[CH2:13][c:14]1[cH:15][cH:16][cH:17][cH:18][cH:19]1)=[O:20].[CH3:21][CH2:22][OH:23].[K+:2].[OH-:1]>>[CH2:3]([CH3:4])[O:5][C:6]([C:7](=[CH2:8])[CH2:13][c:14]1[cH:15][cH:16][cH:17][cH:18][cH:19]1)=[O:20]. Starting materials: O=C(NC1=C(F)C(F)=C(C(F)=C1F)C(F)(F)F)C(C)(C)C. The reagents and catalysts are O1B(OC(C)(C)C1(C)C)B2OC(C)(C)C(O2)(C)C, N=1C(OC)=CC(OC)=C2C=CC=CC12, [K].O=C(O)O, O=C(O)C, [B-](F)(F)(F)F.CC[N+](CC)(CC)CC, [Pd].O=C(O)C. The solvent is N#CC. Conditions: temperature 80 celsius, time 15 hour. Yields the product O=C(NC1=C(F)C(F)=C(C(F)=C1F)C(F)(F)F)C(C)(C)CB2OC(C)(C)C(O2)(C)C. The yield is 71.0%. The reactants are solution, [H-].C(C(C)C)[Al+]CC(C)C (diisobutyl aluminum hydride), ethyl ester, BrC(C(=O)O)CC (bromobutyric acid), C(C)(C)O (isopropyl alcohol), O (water). Solvent: C1(=CC=CC=C1)C (toluene), C1(=CC=CC=C1)C (toluene). Reaction conditions: temperature -70 celsius, time 15 minute. The product is BrCCCC1OCCO1 (2-(3-bromopropyl)-1,3-dioxolane). RXN SMILES: [H-].C([Al+]C[CH:8]([CH3:10])[CH3:9])C(C)C.[Br:11][CH:12](CC)C(O)=O.[CH:18]([OH:21])([CH3:20])C.[OH2:22]>C1(C)C=CC=CC=1>[Br:11][CH2:12][CH2:10][CH2:8][CH:9]1[O:21][CH2:18][CH2:20][O:22]1 |f:0.1|. Procedure details: At -70° C., 50 ml of a 1.2-molar solution of diisobutyl aluminum hydride in toluene is added dropwise gradually to a solution of 9.6 g of the ethyl ester of bromobutyric acid in 595 ml of toluene; the mixture is stirred for 15 minutes at -70° C. and then combined dropwise with 10 ml of isopropyl alcohol and 25 ml of water. The mixture is agitated for 2 hours at room temperature, filtered, the filtrate dried with magnesium sulfate and evaporated under vacuum at 25° C. The residue is dissolved in ... The reactants are CN(C)C=C(C(=O)OCC)C(C)=O (ethyl 2-[(dimethylamino)methylene]-3-oxobutanoate), C(C)(=O)O.C(=N)N (Formamidine acetate), CC[O-].[Na+] (NaOEt). Run in CCO (EtOH). Product: CC1=NC=NC=C1C(=O)OCC (ethyl 4-methylpyrimidine-5-carboxylate). Isolated yield 31.0%. RXN SMILES: [CH3:1][N:2]([CH:4]=[C:5]([C:11](=O)[CH3:12])[C:6]([O:8][CH2:9][CH3:10])=[O:7])C.C(O)(=O)C.C(N)=[NH:19].CC[O-].[Na+]>CCO>[CH3:12][C:11]1[C:5]([C:6]([O:8][CH2:9][CH3:10])=[O:7])=[CH:4][N:2]=[CH:1][N:19]=1 |f:1.2,3.4|. Reported procedure: Intermediate 51 (9.7 g, 52.4 mmol) and Formamidine acetate (5.4 g, 52.4 mmol), were dissolved in EtOH and added NaOEt (3.6 g, 52.4 mmol). This mixture was refluxed for 6 h. After that, ethanol removed on rotavapour followed by work-up (AcOEt/H2O) to obtain the crude. Crude was purified by column chromatography using 60-120 mesh silicagel and AcOEt and Petether (25:75) as eluent to obtain the title compound (2.7 g). Reactants: C(C(=O)O)(=O)O (oxalic acid), O1[C@@H](C1)COC1=C2C=CNC2=CC=C1 ((S)-(+)-4-(oxiranylmethoxy)-1H-indole), C(#N)C1(CCNCC1)C1=CC=CC=C1 (4-cyano-4-phenylpiperidine), CO (methanol). The solvent is C(C)(=O)OCC (ethyl acetate), C(C)(=O)OCC (ethyl acetate). The product is C(C(=O)O)(=O)O.N1C=CC2=C(C=CC=C12)OC[C@H](CN1CCC(CC1)(C1=CC=CC=C1)C#N)O ((2S)-(-)-1-(4-indolyloxy)-3-(4-cyano-4-phenylpiperidin-1-yl)-2-propanol ethanedioate). Reaction SMILES: [O:1]1[CH2:3][C@H:2]1[CH2:4][O:5][C:6]1[CH:14]=[CH:13][CH:12]=[C:11]2[C:7]=1[CH:8]=[CH:9][NH:10]2.[C:15]([C:17]1([C:23]2[CH:28]=[CH:27][CH:26]=[CH:25][CH:24]=2)[CH2:22][CH2:21][NH:20][CH2:19][CH2:18]1)#[N:16].[C:29]([OH:34])(=[O:33])[C:30]([OH:32])=[O:31].CO>C(OCC)(=O)C>[C:29]([OH:34])(=[O:33])[C:30]([OH:32])=[O:31].[NH:10]1[C:11]2[C:7](=[C:6]([O:5][CH2:4][C@@H:2]([OH:1])[CH2:3][N:20]3[CH2:21][CH2:22][C:17]([C:15]#[N:16])([C:23]4[CH:24]=[CH:25][CH:26]=[CH:27][CH:28]=4)[CH2:18][CH2:19]3)[CH:14]=[CH:13][CH:12]=2)[CH:8]=[CH:9]1 |f:5.6|. Reported procedure: The title compound was prepared in similar fashion from (S)-(+)-4-(oxiranylmethoxy)-1H-indole and 4-cyano-4-phenylpiperidine. The resulting free base was dissolved in ethyl acetate, and precipitated with one equivalent of oxalic acid in ethyl acetate in 57% overall yield. FDMS m/e=375 (M+ of free base). α[D]589 =-12.76 (c=0.48, methanol). The reactants are compound, CS(=O)(=O)OCCN1C=CC=2C=3N(C(=NC21)N)N=C(N3)C=3OC=CC3 (2-{5-amino-2-(furan-2-yl)-7H-pyrrolo[3,2-e][1,2,4]triazolo[1,5-c]pyrimidin-7-yl}ethyl methanesulfonate), Cl.Cl.FC1=C(C=CC(=C1)F)CCCN1CCNCC1 (1-(3-(2,4-difluorophenyl)propyl)piperazine dihydrochloride), CCN(C(C)C)C(C)C (DIEA). The solvent is CN(C)C=O (DMF). Reaction conditions: temperature 100 celsius, time 5 hour. Yields the product FC1=C(C=CC(=C1)F)CCCN1CCN(CC1)CCN1C=CC=2C=3N(C(=NC21)N)N=C(N3)C=3OC=CC3 (7-(2-(4-(3-(2,4-difluorophenyl)propyl)piperazin-1-yl)ethyl)-2-(furan-2-yl)-7H-pyrrolo[3,2-e][1,2,4]triazolo[1,5-c]pyrimidin-5-amine). RXN SMILES: CS(O[CH2:6][CH2:7][N:8]1[C:16]2[N:15]=[C:14]([NH2:17])[N:13]3[N:18]=[C:19]([C:21]4[O:22][CH:23]=[CH:24][CH:25]=4)[N:20]=[C:12]3[C:11]=2[CH:10]=[CH:9]1)(=O)=O.Cl.Cl.[F:28][C:29]1[CH:34]=[C:33]([F:35])[CH:32]=[CH:31][C:30]=1[CH2:36][CH2:37][CH2:38][N:39]1[CH2:44][CH2:43][NH:42][CH2:41][CH2:40]1.CCN(C(C)C)C(C)C>CN(C=O)C>[F:28][C:29]1[CH:34]=[C:33]([F:35])[CH:32]=[CH:31][C:30]=1[CH2:36][CH2:37][CH2:38][N:39]1[CH2:40][CH2:41][N:42]([CH2:6][CH2:7][N:8]2[C:16]3[N:15]=[C:14]([NH2:17])[N:13]4[N:18]=[C:19]([C:21]5[O:22][CH:23]=[CH:24][CH:25]=5)[N:20]=[C:12]4[C:11]=3[CH:10]=[CH:9]2)[CH2:43][CH2:44]1 |f:1.2.3|. Procedure: To a solution of the title D compound of Example 1, 2-{5-amino-2-(furan-2-yl)-7H-pyrrolo[3,2-e][1,2,4]triazolo[1,5-c]pyrimidin-7-yl}ethyl methanesulfonate (0.06 g, 0.165 mmol) in dry DMF (5 mL), the title A compound, 1-(3-(2,4-difluorophenyl)propyl)piperazine dihydrochloride (0.33 mmol) and 0.06 mL of DIEA are added, and the solution is stirred at 100° C. for 5 h. The reaction mixture is cooled to RT, and the solvent is removed under reduced pressure. The crude product is purified by flash chrom... Reactants: FC1=CC=C(C(=O)Cl)C=C1 (p-fluorobenzoyl chloride), ClC1=C(C=CC=C1Cl)OC (2,3-dichloroanisole), [Al+3].[Cl-].[Cl-].[Cl-] (AlCl3). Run in ClCCCl (1,2-dichloroethane). Product: ClC1=C(C(=O)C2=CC=C(C=C2)F)C=CC(=C1Cl)OC (2,3-dichloro-4-methoxy-4'-fluorobenzophenone). RXN SMILES: [F:1][C:2]1[CH:10]=[CH:9][C:5]([C:6](Cl)=[O:7])=[CH:4][CH:3]=1.[Cl:11][C:12]1[C:17]([Cl:18])=[CH:16][CH:15]=[CH:14][C:13]=1[O:19][CH3:20].[Al+3].[Cl-].[Cl-].[Cl-]>ClCCCl>[Cl:18][C:17]1[C:12]([Cl:11])=[C:13]([O:19][CH3:20])[CH:14]=[CH:15][C:16]=1[C:6]([C:5]1[CH:9]=[CH:10][C:2]([F:1])=[CH:3][CH:4]=1)=[O:7] |f:2.3.4.5|. Procedure: The Friedel-Crafts procedure of Example 24a is repeated with 31.55 g of p-fluorobenzoyl chloride, 32 g of 2,3-dichloroanisole and 35.22 g of AlCl3 combined in 1,2-dichloroethane and reacted. The resultant crude product is triturated with warm hexane, cooled and filtered to yield 2,3-dichloro-4-methoxy-4'-fluorobenzophenone. The reactants are COC(C1=CC=C(C=C1)I)=O (4-iodo-benzoic acid methyl ester), C[Si](C)(C)C#C ((trimethylsilyl)acetylene), C(CCC)[Li] (n-butyllithium). The reagents and catalysts are C=1C=CC(=CC1)[P](C=2C=CC=CC2)(C=3C=CC=CC3)[Pd]([P](C=4C=CC=CC4)(C=5C=CC=CC5)C=6C=CC=CC6)([P](C=7C=CC=CC7)(C=8C=CC=CC8)C=9C=CC=CC9)[P](C=1C=CC=CC1)(C=1C=CC=CC1)C=1C=CC=CC1 (tetrakis(triphenylphosphine)palladium(0)), [Cl-].[Zn+2].[Cl-] (zinc chloride). Run in C1CCOC1 (THF), C1CCOC1 (THF), C(C)(=O)OCC (ethyl acetate). Conditions: temperature 20 celsius, time 30 minute. Product: COC(C1=CC=C(C=C1)C#C[Si](C)(C)C)=O (4-trimethylsilanylethynyl-benzoic acid methyl ester). Yield: 100.1%. As a reaction SMILES: [CH3:1][Si:2]([C:5]#[CH:6])([CH3:4])[CH3:3].C([Li])CCC.[CH3:12][O:13][C:14](=[O:22])[C:15]1[CH:20]=[CH:19][C:18](I)=[CH:17][CH:16]=1>C1COCC1.C(OCC)(=O)C.[Cl-].[Zn+2].[Cl-].C1C=CC([P]([Pd]([P](C2C=CC=CC=2)(C2C=CC=CC=2)C2C=CC=CC=2)([P](C2C=CC=CC=2)(C2C=CC=CC=2)C2C=CC=CC=2)[P](C2C=CC=CC=2)(C2C=CC=CC=2)C2C=CC=CC=2)(C2C=CC=CC=2)C2C=CC=CC=2)=CC=1>[CH3:12][O:13][C:14](=[O:22])[C:15]1[CH:20]=[CH:19][C:18]([C:6]#[C:5][Si:2]([CH3:4])([CH3:3])[CH3:1])=[CH:17][CH:16]=1 |f:5.6.7,^1:40,42,61,80|. Procedure: To a cooled solution (−78° C.) of (trimethylsilyl)acetylene (4.2 mL, 30 mmol) in THF (25 mL) is added dropwise (2.5M) n-butyllithium (11.6 mL, 29 mmol) and stirred for 30 min followed by slow addition of (0.5M) zinc chloride (58 mL, 29 mmol). The resulting solution is allowed to warm to 20° C. followed by addition of 4-iodo-benzoic acid methyl ester (5.24 g, 20 mmol) (reference example 48) and tetrakis(triphenylphosphine)palladium(0) (1.16 g, 1 mmol) in THF (10 mL). The resulting mixture is heat... RXN SMILES: CS[C:3]([S:9][CH3:10])=[C:4]([C:7]#[N:8])[C:5]#[N:6].[CH2:11]([O:13][C:14]1[CH:20]=[CH:19][C:17]([NH2:18])=[CH:16][CH:15]=1)[CH3:12].C(O)C>C(OCC)C>[C:5]([C:4](=[C:3]([NH:18][C:17]1[CH:19]=[CH:20][C:14]([O:13][CH2:11][CH3:12])=[CH:15][CH:16]=1)[S:9][CH3:10])[C:7]#[N:8])#[N:6]. Procedure: A mixture of 17.03 g (0.1 mol) of 3,3-bis-methylmercapto-2-cyano-acrylonitrile, 12.94 ml (0.1 mol) of 4-ethoxy-aniline and 60 ml of ethanol is heated under reflux for 2 hours. Then, with stirring, 120 ml of diethyl ether are added dropwise to the reaction mixture, which is at approx. 30° C. The reaction mixture is then cooled to 0° C. The title compound precipitates in the form of colorless crystals and is filtered off, washed with diethyl ether and dried under a HV; m.p. 141-142° C. Run at temperature 0 celsius. Product: C(#N)C(C#N)=C(SC)NC1=CC=C(C=C1)OCC (2-Cyano-3-(4-ethoxy-phenylamino)-3-methylmercapto-acrylonitrile). The reactants are CSC(=C(C#N)C#N)SC (3,3-bis-methylmercapto-2-cyano-acrylonitrile), C(C)OC1=CC=C(N)C=C1 (4-ethoxy-aniline), C(C)O (ethanol). Run in C(C)OCC (diethyl ether).